Dataset: the Open Reaction Database (ORD), a public repository of structured organic reaction records. Task: describe an organic reaction: reactants, conditions, products, and yield The reactants are ON=C(N)C1=CC2=C(NC=N2)C=C1 (N′-hydroxy-1H-benzimidazole-5-carboximidamide), CC1=CC(=CC2=C1NC=N2)C#N (7-methyl-1H-benzimidazole-5-carbonitrile). The product is ON=C(N)C1=CC2=C(NC=N2)C(=C1)C (N′-hydroxy-7-methyl-1H-benzimidazole-5-carboximidamide). Reaction SMILES: [OH:1][N:2]=[C:3]([C:5]1[CH:13]=[CH:12][C:8]2[NH:9][CH:10]=[N:11][C:7]=2[CH:6]=1)[NH2:4].[CH3:14]C1C2NC=NC=2C=C(C#N)C=1>>[OH:1][N:2]=[C:3]([C:5]1[CH:13]=[C:12]([CH3:14])[C:8]2[NH:9][CH:10]=[N:11][C:7]=2[CH:6]=1)[NH2:4]. Procedure: The title compound was prepared following the procedure described for Intermediate 1, step 2, but starting from 7-methyl-1H-benzimidazole-5-carbonitrile obtained in step 2 (900 mg; 5.73 mmol) as a beige solid (985 mg, 90%). 1H NMR (DMSO-d6) δ 12.60 (br s, 1H), 9.46 (s, 1H), 8.29-7.57 (m, 3H), 5.76 (s, 2H), 2.51 (m, 3H). LC/MS (Method B): 191.1 (M+H)+. The reactants are C(CCCCC)C1=CC=C(C=C1)C=1SC(=CN1)C1=CC=C(C=C1)O (2-(4-hexylphenyl)-5-(4-hydroxyphenyl)thiazole), C(CCCCC)(=O)O (hexanoic acid), C1(CCCCC1)N=C=NC1CCCCC1 (N,N'-dicyclohexylcarbodiimide), N1(CCCC1)C1=CC=NC=C1 (4-pyrrolidinopyridine). Solvent: ClCCl (dichloromethane). The product is C(CCCCC)C1=CC=C(C=C1)C=1SC(=CN1)C1=CC=C(C=C1)OC(CCCCC)=O (2-(4-hexylphenyl)-5-(4-hexanoyloxyphenyl)thiazole). Isolated yield 70.1%. As a reaction SMILES: [CH2:1]([C:7]1[CH:12]=[CH:11][C:10]([C:13]2[S:14][C:15]([C:18]3[CH:23]=[CH:22][C:21]([OH:24])=[CH:20][CH:19]=3)=[CH:16][N:17]=2)=[CH:9][CH:8]=1)[CH2:2][CH2:3][CH2:4][CH2:5][CH3:6].[C:25](O)(=[O:31])[CH2:26][CH2:27][CH2:28][CH2:29][CH3:30].C1(N=C=NC2CCCCC2)CCCCC1.N1(C2C=CN=CC=2)CCCC1>ClCCl>[CH2:1]([C:7]1[CH:8]=[CH:9][C:10]([C:13]2[S:14][C:15]([C:18]3[CH:19]=[CH:20][C:21]([O:24][C:25](=[O:31])[CH2:26][CH2:27][CH2:28][CH2:29][CH3:30])=[CH:22][CH:23]=3)=[CH:16][N:17]=2)=[CH:11][CH:12]=1)[CH2:2][CH2:3][CH2:4][CH2:5][CH3:6]. Procedure: In a 200 ml-round-bottomed flask, 2.00 g (5.93 mM) of 2-(4-hexylphenyl)-5-(4-hydroxyphenyl)thiazole, 0.76 g (6.54 mM) of hexanoic acid and 40 ml of dichloromethane were placed and mixed. To the solution, 1.24 g (6.01 mM) of N,N'-dicyclohexylcarbodiimide and 0.10 g of 4-pyrrolidinopyridine were successively added under stirring at room temperature, followed by further stirring for 7 hours at room temperature to precipitate N,N'-dicyclohexylurea. The resultant N,N'-dicyclohexylurea was filtered of... Reactants: ClC1=C(C=CC=C1)C(F)(F)F (2-chlorobenzotrifluoride), [Al+3].[Cl-].[Cl-].[Cl-] (AlCl3), C1(=CC=CC=C1)C (toluene). Yields the product CC1=CC=C(C=C1)C(Cl)(Cl)C1=C(C=CC=C1)Cl (4-methylphenyl-2-chlorophenyl-dichloromethane). As a reaction SMILES: [Cl:1][C:2]1[CH:7]=[CH:6][CH:5]=[CH:4][C:3]=1[C:8](F)(F)F.[Al+3].[Cl-:13].[Cl-:14].[Cl-].[C:16]1([CH3:22])[CH:21]=[CH:20][CH:19]=[CH:18][CH:17]=1>>[CH3:22][C:16]1[CH:21]=[CH:20][C:19]([C:8]([C:3]2[CH:4]=[CH:5][CH:6]=[CH:7][C:2]=2[Cl:1])([Cl:14])[Cl:13])=[CH:18][CH:17]=1 |f:1.2.3.4|. Reported procedure: From 2-chlorobenzotrifluoride (180 mg, 1 mmol), AlCl3 (400 mg, 3 mmol) and toluene (92 mg, 1 mmol), light yellow oil (345 mg, 120% crude). Reactants: C1C(CC2=CC=CC=C12)CC(=O)NC([C@H](O)C1=CC2=C(OCCO2)C=C1)CN1CCCC1 (2-(2,3-dihydro-1H-inden-2-yl)-N-((1R)-1-(2,3-dihydrobenzo[b][1,4]dioxin-6-yl)-1-hydroxy-3-(pyrrolidin-1-yl)propan-2-yl)acetamide), C1C(CC2=CC=CC=C12)CC(=O)NC([C@H](O)C1=CC2=C(OCCO2)C=C1)CN1CCCC1 (2-(2,3-dihydro-1H-inden-2-yl)-N-((1R)-1-(2,3-dihydrobenzo[b][1,4]dioxin-6-yl)-1-hydroxy-3-(pyrrolidin-1-yl)propan-2-yl)acetamide), C(C(O)C(O)C(=O)O)(=O)O ((+)-tartaric acid). Run in C(C)(C)O (isopropanol), CO (MeOH). Reaction conditions: time 30 minute. The product is C(=O)(O)C(O)C(O)C(=O)O.C1C(CC2=CC=CC=C12)CC(=O)N[C@@H]([C@H](O)C1=CC2=C(OCCO2)C=C1)CN1CCCC1 (2-(2,3-dihydro-1H-inden-2-yl)-N-((1R,2R)-1-(2,3-dihydrobenzo[b][1,4]dioxin-6-yl)-1-hydroxy-3-(pyrrolidin-1-yl)propan-2-yl)acetamide tartrate), desired white solid. Isolated yield 79.0%. Reaction SMILES: [CH2:1]1[C:9]2[C:4](=[CH:5][CH:6]=[CH:7][CH:8]=2)[CH2:3][CH:2]1[CH2:10][C:11]([NH:13][CH:14]([CH2:27][N:28]1[CH2:32][CH2:31][CH2:30][CH2:29]1)[C@@H:15]([C:17]1[CH:26]=[CH:25][C:20]2[O:21][CH2:22][CH2:23][O:24][C:19]=2[CH:18]=1)[OH:16])=[O:12].[C:33]([OH:42])(=[O:41])[CH:34]([CH:36]([C:38]([OH:40])=[O:39])[OH:37])[OH:35]>C(O)(C)C.CO>[C:38]([CH:36]([CH:34]([C:33]([OH:42])=[O:41])[OH:35])[OH:37])([OH:40])=[O:39].[CH2:1]1[C:9]2[C:4](=[CH:5][CH:6]=[CH:7][CH:8]=2)[CH2:3][CH:2]1[CH2:10][C:11]([NH:13][C@H:14]([CH2:27][N:28]1[CH2:32][CH2:31][CH2:30][CH2:29]1)[C@@H:15]([C:17]1[CH:26]=[CH:25][C:20]2[O:21][CH2:22][CH2:23][O:24][C:19]=2[CH:18]=1)[OH:16])=[O:12] |f:4.5|. Procedure: To a solution of 2-(2,3-dihydro-1H-inden-2-yl)-N-((1R)-1-(2,3-dihydrobenzo[b][1,4]dioxin-6-yl)-1-hydroxy-3-(pyrrolidin-1-yl)propan-2-yl)acetamide (compound 3h) (0.15 g, 0.34 mmol) in isopropanol (10 ml) was added a solution of (+)-tartaric acid (0.05 g, 0.34 mmol) in MeOH (5 mL). The resulting mixture was stirred 30 minutes, then concentrated in vacuo. EtOAc was added followed by diethyl ether (excess). The resulting solid was stirred 30 minutes, then allowed to set overnight. The solid was filt...